Task: describe an organic reaction: reactants, conditions, products, and yield. Dataset: the Open Reaction Database (ORD), a public repository of structured organic reaction records Starting materials: Cl.Cl.NC1=C(C(=N)N)C(=CC=C1F)F (2-amino-3,6-difluorobenzamidine dihydrochloride), O=C1CCN(CC1)C(=O)OCC (ethyl 4-oxopiperidine-1-carboxylate). Product: Cl.NC1=NC2(NC3=C(C=CC(=C13)F)F)CCN(CC2)C(=O)OCC (Ethyl 4'-amino-5'.8'-difluorospiro[piperidine-4,2'(1'H)-quinazoline]-1-carboxylate hydrochloride). Reaction SMILES: [ClH:1].Cl.[NH2:3][C:4]1[C:12]([F:13])=[CH:11][CH:10]=[C:9]([F:14])[C:5]=1[C:6]([NH2:8])=[NH:7].O=[C:16]1[CH2:21][CH2:20][N:19]([C:22]([O:24][CH2:25][CH3:26])=[O:23])[CH2:18][CH2:17]1>>[ClH:1].[NH2:7][C:6]1[C:5]2[C:4](=[C:12]([F:13])[CH:11]=[CH:10][C:9]=2[F:14])[NH:3][C:16]2([CH2:21][CH2:20][N:19]([C:22]([O:24][CH2:25][CH3:26])=[O:23])[CH2:18][CH2:17]2)[N:8]=1 |f:0.1.2,4.5|. Procedure: This was prepared by the method of Example 173 using 2-amino-3,6-difluorobenzamidine dihydrochloride (Example G) and ethyl 4-oxopiperidine-1-carboxylate to give the title compound, m.p. 228°-229° C.